The task is: describe an organic reaction: reactants, conditions, products, and yield. This data is from the Open Reaction Database (ORD), a public repository of structured organic reaction records. The reactants are COCCC(O)c1cccc(Br)n1, C1CCOC1, CCOC(=O)COc1ccc(O)cc1C, c1ccc(P(c2ccccc2)c2ccccc2)cc1. The product is CCOC(=O)COc1ccc(OC(CCOC)c2cccc(Br)n2)cc1C. RXN SMILES: [Br:16][c:17]1[cH:18][cH:19][cH:20][c:21]([CH:23]([CH2:24][CH2:25][O:26][CH3:27])[OH:28])[n:22]1.[CH2:48]1[O:49][CH2:50][CH2:51][CH2:52]1.[OH:1][c:2]1[cH:3][c:4]([CH3:15])[c:5]([O:6][CH2:7][C:8](=[O:9])[O:10][CH2:11][CH3:12])[cH:13][cH:14]1.[c:29]1([P:30]([c:31]2[cH:32][cH:33][cH:34][cH:35][cH:36]2)[c:37]2[cH:38][cH:39][cH:40][cH:41][cH:42]2)[cH:43][cH:44][cH:45][cH:46][cH:47]1>>[O:1]([c:2]1[cH:3][c:4]([CH3:15])[c:5]([O:6][CH2:7][C:8](=[O:9])[O:10][CH2:11][CH3:12])[cH:13][cH:14]1)[CH:23]([c:21]1[cH:20][cH:19][cH:18][c:17]([Br:16])[n:22]1)[CH2:24][CH2:25][O:26][CH3:27]. Reaction SMILES: [C:1]([C:4]1[S:18][C:7]2[O:8][C:9]3[CH:17]=[CH:16][CH:15]=[CH:14][C:10]=3[NH:11][C:12](=[O:13])[C:6]=2[CH:5]=1)(=O)[CH3:2].[CH3:19]I.[Mg].Cl>CCOCC>[C:1]([C:4]1[S:18][C:7]2[O:8][C:9]3[CH:17]=[CH:16][CH:15]=[CH:14][C:10]=3[NH:11][C:12](=[O:13])[C:6]=2[CH:5]=1)([CH3:19])=[CH2:2] |f:1.2|. The product is C(=C)(C)C1=CC2=C(OC3=C(NC2=O)C=CC=C3)S1 (2-isopropenylthieno[2,3-b][1,5]benzoxazepin-4(5H)-one). Solvent: CCOCC (ether). Starting materials: C(C)(=O)C1=CC2=C(OC3=C(NC2=O)C=CC=C3)S1 (2-Acetylthieno[2,3-b][1,5]benzoxazepin-4(5H)-one), CI.[Mg] (magnesium methyl iodide), Cl (hydrochloric acid). Procedure details: 2-Acetylthieno[2,3-b][1,5]benzoxazepin-4(5H)-one (1.8 g) was suspended in ether (15 ml) and 20 equivalent amounts of magnesium methyl iodide was added under ice-cooling. The mixture was stirred at room temperature for 24 hours. The reaction mixture was poured into 1M hydrochloric acid under ice-cooling and insoluble matter was filtered off. The resulting mixture was extracted twice with chloroform. The chloroform layer was dried over sodium sulfate and the solvent was evaporated under reduced pr... Reaction conditions: time 24 hour. The reactants are N#Cc1ccc(Br)cc1Cl, O=C([O-])[O-], CC1NC(=O)C(C)(C)C1=O, [Cs+], [Cs+], O=C(C=Cc1ccccc1)C=Cc1ccccc1, O=C(C=Cc1ccccc1)C=Cc1ccccc1, O=C(C=Cc1ccccc1)C=Cc1ccccc1, [Pd], [Pd], CC1(C)c2cccc(P(c3ccccc3)c3ccccc3)c2Oc2c(P(c3ccccc3)c3ccccc3)cccc21. The product is CC1C(=O)C(C)(C)C(=O)N1c1ccc(C#N)c(Cl)c1. RXN SMILES: [Br:1][c:2]1[cH:3][c:4]([Cl:10])[c:5]([C:6]#[N:7])[cH:8][cH:9]1.[C:21](=[O:22])([O-:23])[O-:24].[CH3:11][C:12]1([CH3:20])[C:13](=[O:19])[NH:14][CH:15]([CH3:18])[C:16]1=[O:17].[Cs+:25].[Cs+:26].[O:107]=[C:108]([CH:109]=[CH:110][c:111]1[cH:112][cH:113][cH:114][cH:115][cH:116]1)[CH:117]=[CH:118][c:119]1[cH:120][cH:121][cH:122][cH:123][cH:124]1.[O:71]=[C:72]([CH:73]=[CH:74][c:75]1[cH:76][cH:77][cH:78][cH:79][cH:80]1)[CH:81]=[CH:82][c:83]1[cH:84][cH:85][cH:86][cH:87][cH:88]1.[O:89]=[C:90]([CH:91]=[CH:92][c:93]1[cH:94][cH:95][cH:96][cH:97][cH:98]1)[CH:99]=[CH:100][c:101]1[cH:102][cH:103][cH:104][cH:105][cH:106]1.[Pd:69].[Pd:70].[c:27]1([P:28]([c:29]2[cH:30][cH:31][cH:32][cH:33][cH:34]2)[c:35]2[c:36]3[c:60]([cH:61][cH:62][cH:63]2)[C:57]([CH3:58])([CH3:59])[c:39]2[c:38]([c:43]([P:44]([c:45]4[cH:46][cH:47][cH:48][cH:49][cH:50]4)[c:51]4[cH:52][cH:53][cH:54][cH:55][cH:56]4)[cH:42][cH:41][cH:40]2)[O:37]3)[cH:64][cH:65][cH:66][cH:67][cH:68]1>>[c:2]1([N:14]2[C:13](=[O:19])[C:12]([CH3:11])([CH3:20])[C:16](=[O:17])[CH:15]2[CH3:18])[cH:3][c:4]([Cl:10])[c:5]([C:6]#[N:7])[cH:8][cH:9]1. The reactants are C(C)(C)(C)OC([C@H]1NCC(C1)OC(C)(C)C)=O (4-tert-butoxy-L-proline tert-butyl ester), 3-acethylthio-2-methylpropanoyl chloride, C(C)(C)(C)OC([C@H]1NCCC1)=O (L-proline tert-butyl ester), C(C)(=O)SCCC(=O)Cl (3-acetylthiopropanoyl chloride). Product: C(C)(=O)SCCC(=O)N1C(=CC(C1)O)C(=O)O (1-(3-acetylthio-1-oxopropyl)-4,5-dihydro-4-hydroxy-1H-pyrrole-2-carboxylic acid). RXN SMILES: C([O:5][C:6](=[O:17])[C@@H:7]1[CH2:11][CH:10]([O:12]C(C)(C)C)[CH2:9][NH:8]1)(C)(C)C.C(OC(=O)[C@@H]1CCCN1)(C)(C)C.[C:30]([S:33][CH2:34][CH2:35][C:36](Cl)=[O:37])(=[O:32])[CH3:31]>>[C:30]([S:33][CH2:34][CH2:35][C:36]([N:8]1[CH2:9][CH:10]([OH:12])[CH:11]=[C:7]1[C:6]([OH:5])=[O:17])=[O:37])(=[O:32])[CH3:31]. Procedure: By substituting 4-tert-butoxy-L-proline tert-butyl ester for the L-proline tert-butyl ester and 3-acetylthiopropanoyl chloride for the 3-acethylthio-2-methylpropanoyl chloride in the procedure of Example 1, 1-(3-acetylthio-1-oxopropyl)-4,5-dihydro-4-hydroxy-1H-pyrrole-2-carboxylic acid is obtained.